This data is from the Open Reaction Database (ORD), a public repository of structured organic reaction records. The task is: describe an organic reaction: reactants, conditions, products, and yield Reaction SMILES: [CH2:44]1[O:45][CH2:46][CH2:47][CH2:48]1.[CH3:29][N:30]([c:31]1[cH:32][cH:33][n:34][cH:35][cH:36]1)[CH3:37].[Cl:19][C:20](=[O:21])[O:22][c:23]1[cH:24][cH:25][cH:26][cH:27][cH:28]1.[NH2:1][c:2]1[s:3][cH:4][c:5]([CH2:7][N:8]([C:9](=[O:10])[c:11]2[n:12][cH:13][cH:14][n:15][c:16]2[CH3:17])[CH3:18])[n:6]1.[cH:38]1[cH:39][cH:40][n:41][cH:42][cH:43]1>>[NH:1]([c:2]1[s:3][cH:4][c:5]([CH2:7][N:8]([C:9](=[O:10])[c:11]2[n:12][cH:13][cH:14][n:15][c:16]2[CH3:17])[CH3:18])[n:6]1)[C:20](=[O:21])[O:22][c:23]1[cH:24][cH:25][cH:26][cH:27][cH:28]1. Product: Cc1nccnc1C(=O)N(C)Cc1csc(NC(=O)Oc2ccccc2)n1. Starting materials: C1CCOC1, CN(C)c1ccncc1, O=C(Cl)Oc1ccccc1, Cc1nccnc1C(=O)N(C)Cc1csc(N)n1, c1ccncc1.